This data is from the Open Reaction Database (ORD), a public repository of structured organic reaction records. The task is: describe an organic reaction: reactants, conditions, products, and yield Starting materials: O=C(NCC1CC1)c1noc2cc(Br)ccc12, O=C([O-])O, CCOC(C)=O, Cc1c(F)cc(C(=O)NC2CC2)cc1B1OC(C)(C)C(C)(C)O1, CC(C)O, [Na+], O, c1ccc(P(c2ccccc2)(c2ccccc2)[Pd](P(c2ccccc2)(c2ccccc2)c2ccccc2)(P(c2ccccc2)(c2ccccc2)c2ccccc2)P(c2ccccc2)(c2ccccc2)c2ccccc2)cc1. Yields the product Cc1c(F)cc(C(=O)NC2CC2)cc1-c1ccc2c(C(=O)NCC3CC3)noc2c1. RXN SMILES: [Br:1][c:2]1[cH:3][c:4]2[c:5]([c:6]([C:9](=[O:10])[NH:11][CH2:12][CH:13]3[CH2:14][CH2:15]3)[n:7][o:8]2)[cH:16][cH:17]1.[C:41](=[O:42])([O-:43])[OH:44].[CH3:46][CH2:47][O:48][C:49](=[O:50])[CH3:51].[CH:18]1([NH:21][C:22]([c:23]2[cH:24][c:25]([F:39])[c:26]([CH3:38])[c:27]([B:29]3[O:30][C:31]([CH3:32])([CH3:33])[C:34]([CH3:35])([CH3:36])[O:37]3)[cH:28]2)=[O:40])[CH2:19][CH2:20]1.[CH:52]([OH:53])([CH3:54])[CH3:55].[Na+:45].[OH2:133].[cH:56]1[cH:57][cH:58][c:59]([P:60]([Pd:61]([P:62]([c:63]2[cH:64][cH:65][cH:66][cH:67][cH:68]2)([c:69]2[cH:70][cH:71][cH:72][cH:73][cH:74]2)[c:75]2[cH:76][cH:77][cH:78][cH:79][cH:80]2)([P:81]([c:82]2[cH:83][cH:84][cH:85][cH:86][cH:87]2)([c:88]2[cH:89][cH:90][cH:91][cH:92][cH:93]2)[c:94]2[cH:95][cH:96][cH:97][cH:98][cH:99]2)[P:100]([c:101]2[cH:102][cH:103][cH:104][cH:105][cH:106]2)([c:107]2[cH:108][cH:109][cH:110][cH:111][cH:112]2)[c:113]2[cH:114][cH:115][cH:116][cH:117][cH:118]2)([c:119]2[cH:120][cH:121][cH:122][cH:123][cH:124]2)[c:125]2[cH:126][cH:127][cH:128][cH:129][cH:130]2)[cH:131][cH:132]1>>[c:2]1(-[c:27]2[c:26]([CH3:38])[c:25]([F:39])[cH:24][c:23]([C:22]([NH:21][CH:18]3[CH2:19][CH2:20]3)=[O:40])[cH:28]2)[cH:3][c:4]2[c:5]([c:6]([C:9](=[O:10])[NH:11][CH2:12][CH:13]3[CH2:14][CH2:15]3)[n:7][o:8]2)[cH:16][cH:17]1. Procedure: To a solution of S-Phos (0.4 eq., 15 mg), Pd(OAc)2 (0.2 eq., 4.0 mg) and PhMe (3 ml) was added ethyl 3-hydroxy-6-(N-(5-iodo-3-(methylcarbamoyl)-2-p-tolylfuro[2,3-b]pyridin-6-yl)methylsulfonamido)-2,2-dimethylhexanoate (1 eq., 60 mg). A solution of boronic acid (30 eq., 232 mg) and Na2CO3 (2 N aqueous solution, 40 eq., 0.54 ml) was added. The mixture was heated in a sealed tube under nitrogen at 115° C. for 60 min, cooled, and diluted with DCM and water. The aqueous layer was extracted with DCM. ... Reagents/catalysts: CC(=O)[O-].CC(=O)[O-].[Pd+2] (Pd(OAc)2). The solvent is C(Cl)Cl (DCM), O (water), C1(=CC=CC=C1)C (PhMe). As a reaction SMILES: CO[C:3]1C=CC=C(OC)[C:8]=1[C:9]1C=CC=CC=1P(C1CCCCC1)C1CCCCC1.[OH:30][CH:31]([CH2:40][CH2:41][CH2:42][N:43]([C:48]1[N:53]=[C:52]2[O:54][C:55]([C:61]3[CH:66]=[CH:65][C:64]([CH3:67])=[CH:63][CH:62]=3)=[C:56]([C:57](=[O:60])[NH:58][CH3:59])[C:51]2=[CH:50][C:49]=1I)[S:44]([CH3:47])(=[O:46])=[O:45])[C:32]([CH3:39])([CH3:38])[C:33]([O:35][CH2:36][CH3:37])=[O:34].B(O)O.C([O-])([O-])=O.[Na+].[Na+]>C(Cl)Cl.O.CC([O-])=O.CC([O-])=O.[Pd+2].C1(C)C=CC=CC=1>[CH2:36]([O:35][C:33](=[O:34])[C:32]([CH3:38])([CH3:39])[CH:31]([OH:30])[CH2:40][CH2:41][CH2:42][N:43]([C:48]1[N:53]=[C:52]2[O:54][C:55]([C:61]3[CH:66]=[CH:65][C:64]([CH3:67])=[CH:63][CH:62]=3)=[C:56]([C:57](=[O:60])[NH:58][CH3:59])[C:51]2=[CH:50][C:49]=1[CH:9]1[CH2:8][CH2:3]1)[S:44]([CH3:47])(=[O:45])=[O:46])[CH3:37] |f:3.4.5,8.9.10|. Run at temperature 115 celsius. The product is C(C)OC(C(C(CCCN(S(=O)(=O)C)C1=C(C=C2C(=N1)OC(=C2C(NC)=O)C2=CC=C(C=C2)C)C2CC2)O)(C)C)=O (6-[(5-Cyclopropyl-3-methylcarbamoyl-2-p-tolyl-furo[2,3-b]pyridin-6-yl)-methanesulfonyl-amino]-3-hydroxy-2,2-dimethyl-hexanoic acid ethyl ester). The reactants are COC=1C=CC=C(C1C=2C=CC=CC2P(C3CCCCC3)C4CCCCC4)OC (S-Phos), OC(C(C(=O)OCC)(C)C)CCCN(S(=O)(=O)C)C1=C(C=C2C(=N1)OC(=C2C(NC)=O)C2=CC=C(C=C2)C)I (ethyl 3-hydroxy-6-(N-(5-iodo-3-(methylcarbamoyl)-2-p-tolylfuro[2,3-b]pyridin-6-yl)methylsulfonamido)-2,2-dimethylhexanoate), B(O)O (boronic acid), C(=O)([O-])[O-].[Na+].[Na+] (Na2CO3).